The task is: describe an organic reaction: reactants, conditions, products, and yield. This data is from the Open Reaction Database (ORD), a public repository of structured organic reaction records. The reactants are CCO, Cl, CCOC(=O)c1sc(-n2cnn(Cc3ccc(F)cc3)c2=O)cc1C, [Na+], [OH-]. The product is Cc1cc(-n2cnn(Cc3ccc(F)cc3)c2=O)sc1C(=O)O. RXN SMILES: [CH3:29][CH2:30][OH:31].[ClH:28].[F:1][c:2]1[cH:3][cH:4][c:5]([CH2:6][n:7]2[n:8][cH:9][n:10](-[c:13]3[cH:14][c:15]([CH3:23])[c:16]([C:18](=[O:19])[O:20][CH2:21][CH3:22])[s:17]3)[c:11]2=[O:12])[cH:24][cH:25]1.[Na+:27].[OH-:26]>>[F:1][c:2]1[cH:3][cH:4][c:5]([CH2:6][n:7]2[n:8][cH:9][n:10](-[c:13]3[cH:14][c:15]([CH3:23])[c:16]([C:18](=[O:19])[OH:20])[s:17]3)[c:11]2=[O:12])[cH:24][cH:25]1. The reactants are NC(C)C1=CC=C(C=C1)C=1C=2C3=C(C(NC2C=CC1O)=O)SC=C3 (9-[4-(1-aminoethyl)phenyl]-8-hydroxythieno[2,3-c]quinolin-4(5H)-one), CS(=O)(=O)Cl (methanesulfonyl chloride), C(C)(C)N(C(C)C)CC (N,N-diisopropylethylamine). Solvent: C(Cl)Cl.C1CCOC1 (methylene chloride THF). Conditions: time 1.5 hour. Yields the product OC1=C(C=2C3=C(C(NC2C=C1)=O)SC=C3)C3=CC=C(C=C3)C(C)NS(=O)(=O)C (N-{1-[4-(8-Hydroxy-4-oxo-4,5-dihydrothieno[2,3-c]quinolin-9-yl)phenyl]ethyl}methanesulfonamide). The yield is 19.5%. Reaction SMILES: [NH2:1][CH:2]([C:4]1[CH:9]=[CH:8][C:7]([C:10]2[C:11]3[C:12]4[CH:24]=[CH:23][S:22][C:13]=4[C:14](=[O:21])[NH:15][C:16]=3[CH:17]=[CH:18][C:19]=2[OH:20])=[CH:6][CH:5]=1)[CH3:3].[CH3:25][S:26](Cl)(=[O:28])=[O:27].C(N(CC)C(C)C)(C)C>C(Cl)Cl.C1COCC1>[OH:20][C:19]1[CH:18]=[CH:17][C:16]2[NH:15][C:14](=[O:21])[C:13]3[S:22][CH:23]=[CH:24][C:12]=3[C:11]=2[C:10]=1[C:7]1[CH:6]=[CH:5][C:4]([CH:2]([NH:1][S:26]([CH3:25])(=[O:28])=[O:27])[CH3:3])=[CH:9][CH:8]=1 |f:3.4|. Reported procedure: A solution of 9-[4-(1-aminoethyl)phenyl]-8-hydroxythieno[2,3-c]quinolin-4(5H)-one (30 mg, 0.089 mmol) and methanesulfonyl chloride (9.0 μL, 0.11 mmol) in 2:1 methylene chloride/THF (3 mL) was stirred at room temperature for 10 min followed by the addition of N,N-diisopropylethylamine (19 μL, 0.11 mmol). The reaction mixture was stirred for 1.5 h, concentrated and purified by preparatory HPLC (C18 silica, water/acetonitrile w/0.05% TFA gradient) to afford the desired product (7.2 mg, 20%) as an a... Conditions: time 24 hour. As a reaction SMILES: [NH2:1][C:2]1[CH:11]=[CH:10][CH:9]=[CH:8][C:3]=1[C:4]([O:6][CH3:7])=[O:5].[I:12][Cl:13]>C(O)(=O)C>[ClH:13].[NH2:1][C:2]1[CH:11]=[CH:10][C:9]([I:12])=[CH:8][C:3]=1[C:4]([O:6][CH3:7])=[O:5] |f:3.4|. Yield: 83.5%. Reported procedure: To a solution of 25 g (0.165 mol) of methyl 2-aminobenzoate in 3 L of glacial acetic acid was added a second solution of 26.82 g (0.165 mol)iodine monochloride in 250 mL of glacial acetic acid over 20-30 min. The resulting mixture was stirred at room temperature for 24 h. The ensuing precipitate was filtered, washed with glacial acetic acid followed by diethyl ether, and dried to provide 43.2 g of the title compound, which was generally used without further purification in subsequent steps, m.p.... Run in C(C)(=O)O (acetic acid), C(C)(=O)O (acetic acid). Starting materials: NC1=C(C(=O)OC)C=CC=C1 (methyl 2-aminobenzoate), ICl (iodine monochloride). Yields the product Cl.NC1=C(C(=O)OC)C=C(C=C1)I (Methyl 2-amino-5-iodobenzoate hydrochloride). Starting materials: BrC1=C2C(C(NC2=CC=C1)=O)=O (4-bromoindoline-2,3-dione), NC1=C(C(=O)N)C(=CC=C1)Br (2-amino-6-bromobenzamide), [N-]=C=O.[Na+] (sodium isocyanate). Yields the product BrC1=C2C(NC(NC2=CC=C1)=O)=O (5-bromoquinazoline-2,4(1H,3H)-dione). RXN SMILES: [Br:1][C:2]1[CH:10]=[CH:9][CH:8]=[C:7]2[C:3]=1[C:4](=[O:12])[C:5](=[O:11])[NH:6]2.[NH2:13]C1C=CC=C(Br)C=1C(N)=O.[N-]=C=O.[Na+]>>[Br:1][C:2]1[CH:10]=[CH:9][CH:8]=[C:7]2[C:3]=1[C:4](=[O:12])[NH:13][C:5](=[O:11])[NH:6]2 |f:2.3|. Procedure details: Compounds of formula I may be synthesized according to Scheme 1. Commercially available 4-bromoindoline-2,3-dione may be hydrolyzed to 2-amino-6-bromobenzamide followed by condensation with sodium isocyanate to form 5-bromoquinazoline-2,4(1H,3H)-dione. The protocols include, but are not limited to, palladium mediated cross coupling between 5-bromoquinazoline-2,4(1H,3H)-dione and the aryl boronic acid or ester to form the intermediate 5-substituted quinazoline-2,4(1H, 3H)-dione. Conversion to the...